The task is: describe an organic reaction: reactants, conditions, products, and yield. This data is from the Open Reaction Database (ORD), a public repository of structured organic reaction records. Product: C(CCCCCCCCCCC)OC(CC=C(C)C)C=1C(C2=C(C=CC(=C2C(C1)=O)O)O)=O (2-(1-lauryloxy-4-methyl-3-pentenyl)-5,8-dihydroxy-1,4-naphthoquinone). Reaction conditions: time 30 minute. The solvent is ClCCl (dichloromethane). The yield is 44.2%. Reported procedure: 288 mg (1 mmole) of shikonin, 226 mg (1.1 mmole) of dicyclohexylcarbodiimide and 30 mg (0.25 mmole) of 4-dimethylaminopyridine were dissolved in 3 ml of dry dichloromethane. To the resulting solution was added 200 mg (1 mmole) of lauric acid at 0° C. under nitrogen gas, and the mixture was stirred for 30 minutes and then at room temperature for further 3 hours. The resulting product was separated and purified according to the procedures as described in Example 1 to obtain 202 mg (Yield: 43%) of ... Reaction SMILES: [CH3:1][C:2]([CH3:21])=[CH:3][CH2:4][C@@H:5]([OH:20])[C:6]1[C:16](=[O:17])[C:15]2[C:14]([OH:18])=[CH:13][CH:12]=[C:11]([OH:19])[C:10]=2[C:8](=[O:9])[CH:7]=1.C1(N=C=NC2CCCCC2)CCCCC1.[C:37](O)(=O)[CH2:38][CH2:39][CH2:40][CH2:41][CH2:42][CH2:43][CH2:44][CH2:45][CH2:46][CH2:47][CH3:48]>CN(C)C1C=CN=CC=1.ClCCl>[CH2:48]([O:20][CH:5]([C:6]1[C:16](=[O:17])[C:15]2[C:10]([C:8](=[O:9])[CH:7]=1)=[C:11]([OH:19])[CH:12]=[CH:13][C:14]=2[OH:18])[CH2:4][CH:3]=[C:2]([CH3:21])[CH3:1])[CH2:47][CH2:46][CH2:45][CH2:44][CH2:43][CH2:42][CH2:41][CH2:40][CH2:39][CH2:38][CH3:37]. Reactants: CC(=CC[C@H](C1=CC(=O)C=2C(=CC=C(C2C1=O)O)O)O)C (shikonin), C1(CCCCC1)N=C=NC1CCCCC1 (dicyclohexylcarbodiimide), C(CCCCCCCCCCC)(=O)O (lauric acid). The reagents and catalysts are CN(C1=CC=NC=C1)C (4-dimethylaminopyridine).